From a dataset of the Open Reaction Database (ORD), a public repository of structured organic reaction records. describe an organic reaction: reactants, conditions, products, and yield The reactants are C(C)(C)(C)OC(=O)NCCN1C(C=2C(C1=O)=CC=CC2)=O (N-(2-tert-butoxycarbonylaminoethyl)phthalimide), solution, Cl (hydrogen chloride). Run in C(C)(=O)OCC (ethyl acetate). Reaction conditions: time 1 hour. Product: Cl.NCCN1C(C=2C(C1=O)=CC=CC2)=O (N-(2-aminoethyl)phthalimide hydrochloride). Reaction SMILES: C(OC([NH:8][CH2:9][CH2:10][N:11]1[C:15](=[O:16])[C:14]2=[CH:17][CH:18]=[CH:19][CH:20]=[C:13]2[C:12]1=[O:21])=O)(C)(C)C.[ClH:22]>C(OCC)(=O)C>[ClH:22].[NH2:8][CH2:9][CH2:10][N:11]1[C:15](=[O:16])[C:14]2=[CH:17][CH:18]=[CH:19][CH:20]=[C:13]2[C:12]1=[O:21] |f:3.4|. Procedure details: A mixture of N-(2-tert-butoxycarbonylaminoethyl)phthalimide (2.5 g) and 4N solution of hydrogen chloride in ethyl acetate (25 ml) was stirred for 1 hour at ambient temperature. The resulting precipitates were collected by filtration and washed with ethyl acetate to give N-(2-aminoethyl)phthalimide hydrochloride (1.89 g) as colorless crystals.